This data is from the Open Reaction Database (ORD), a public repository of structured organic reaction records. The task is: describe an organic reaction: reactants, conditions, products, and yield The reactants are ice, ClC1(C(N2C(C(C2SC1)NC(CC1=CC=CC=C1)=O)=O)C(=O)OCC1=CC=C(C=C1)[N+](=O)[O-])C (3-chloro-3-methyl-8-oxo-7-(2-phenylacetamido)-5-thia-1-azabicyclo[4.2.0]octane-2-carboxylic acid, p-nitrobenzyl ester), P(Cl)(Cl)(Cl)(Cl)Cl (phosphorus pentachloride), CN(C1=CC=CC=C1)C (N,N-dimethylaniline), CO (methyl alcohol). Solvent: ClCCl (dichloromethane). Reaction conditions: temperature 25 celsius, time 3 hour. The product is [N+](=O)([O-])C1=CC=C(COC(=O)C2N3C(C(C3SCC2(C)Cl)N)=O)C=C1 (7-Amino-3-chloro-3-methyl-8-oxo-5-thia-1-azabicyclo[4.2.0]octane-2-carboxylic acid p-nitrobenzyl ester). RXN SMILES: [Cl:1][C:2]1([CH3:34])[CH2:9][S:8][CH:7]2[N:4]([C:5](=[O:20])[CH:6]2[NH:10]C(=O)CC2C=CC=CC=2)[CH:3]1[C:21]([O:23][CH2:24][C:25]1[CH:30]=[CH:29][C:28]([N+:31]([O-:33])=[O:32])=[CH:27][CH:26]=1)=[O:22].P(Cl)(Cl)(Cl)(Cl)Cl.CN(C)C1C=CC=CC=1.CO>ClCCl>[N+:31]([C:28]1[CH:27]=[CH:26][C:25]([CH2:24][O:23][C:21]([CH:3]2[C:2]([Cl:1])([CH3:34])[CH2:9][S:8][CH:7]3[N:4]2[C:5](=[O:20])[CH:6]3[NH2:10])=[O:22])=[CH:30][CH:29]=1)([O-:33])=[O:32]. Procedure: To an ice cold solution of 3-chloro-3-methyl-8-oxo-7-(2-phenylacetamido)-5-thia-1-azabicyclo[4.2.0]octane-2-carboxylic acid, p-nitrobenzyl ester (5.04 g, 10 mmoles) in 100 ml of dichloromethane, are added in rapid succession phosphorus pentachloride (3.1 g, 15 mmoles) and N,N-dimethylaniline (1.8 g, 15 mmoles). The mixture is stirred at 0°C. for 15 minutes and at 25°C. for 3 hours, then 30 ml. of absolute methyl alcohol is added and the solution is further stirred for 1 hour. The solvent is flas... The reactants are CSC(C1=CC(=C(C=C1)Br)Cl)=NC[Si](C)(C)C (4-bromo-3-chloro-N-trimethylsilanylmethyl-thiobenzimidic acid methyl ester), ClC=1C=C(C=C(C1)Cl)C(C(F)(F)F)=C (2-(3,5-dichlorophenyl)-1,1,1-trifluoro-2-propene), [F-].C(CCC)[N+](CCCC)(CCCC)CCCC (tetrabutyl ammoniumfluoride). The solvent is C1CCOC1 (THF). Product: BrC1=C(C=C(C=C1)C=1CC(CN1)(C(F)(F)F)C1=CC(=CC(=C1)Cl)Cl)Cl (5-(4-bromo-3-chloro-phenyl)-3-(3,5-dichloro-phenyl)-3-trifluoromethyl-3,4-dihydro-2H-pyrrole). The yield is 73.5%. Reaction SMILES: CS[C:3](=[N:12][CH2:13][Si](C)(C)C)[C:4]1[CH:9]=[CH:8][C:7]([Br:10])=[C:6]([Cl:11])[CH:5]=1.[Cl:18][C:19]1[CH:20]=[C:21]([C:26](=[CH2:31])[C:27]([F:30])([F:29])[F:28])[CH:22]=[C:23]([Cl:25])[CH:24]=1.[F-].C([N+](CCCC)(CCCC)CCCC)CCC>C1COCC1>[Br:10][C:7]1[CH:8]=[CH:9][C:4]([C:3]2[CH2:31][C:26]([C:21]3[CH:22]=[C:23]([Cl:25])[CH:24]=[C:19]([Cl:18])[CH:20]=3)([C:27]([F:28])([F:30])[F:29])[CH2:13][N:12]=2)=[CH:5][C:6]=1[Cl:11] |f:2.3|. Procedure details: To a solution of 4-bromo-3-chloro-N-trimethylsilanylmethyl-thiobenzimidic acid methyl ester (9.60 g, 27.4 mmol) in dry THF (100 mL) was added 2-(3,5-dichlorophenyl)-1,1,1-trifluoro-2-propene (8.94 g, 33.4 mmol) at −7° C. A solution of tetrabutyl ammoniumfluoride (5.32 mL, 1 M in THF, 5.33 mmol) was added at this temperature and the mixture was allowed to warm to room temperature over night. All volatiles were removed in vacuum. The residue was purified by flash chromatography on silica gel to gi... RXN SMILES: Cl[C:2]([O:4][CH:5](C)[CH2:6][Cl:7])=[O:3].[NH2:9][C:10]1[CH:15]=[CH:14][C:13]([OH:16])=[CH:12][C:11]=1[N+:17]([O-:19])=[O:18].[C:20](=O)([O-])[O-].[Ca+2]>O1CCOCC1>[N+:17]([C:11]1[CH:12]=[C:13]([OH:16])[CH:14]=[CH:15][C:10]=1[NH:9][C:2](=[O:3])[O:4][CH2:5][CH:6]([Cl:7])[CH3:20])([O-:19])=[O:18] |f:2.3|. Solvent: O1CCOCC1 (dioxane). Conditions: time 2 hour. Starting materials: ClC(=O)OC(CCl)C (α-methyl-β-chloroethyl chloroformate), NC1=C(C=C(C=C1)O)[N+](=O)[O-] (4-amino-3-nitrophenol), C([O-])([O-])=O.[Ca+2] (calcium carbonate). The product is [N+](=O)([O-])C1=C(C=CC(=C1)O)NC(OCC(C)Cl)=O (β-chloropropyl N-(2-nitro-4-hydroxyphenyl)-carbamate). Reported procedure: 85 g (0.54 mole) of α-methyl-β-chloroethyl chloroformate are added dropwise to 77 g (0.5 mole) of 4-amino-3-nitrophenol and 27 g of calcium carbonate in 250 ml of dioxane at 70° C. After 2 hours at 90° C., the inorganic salts are filtered off hot and the filtrate is concentrated completely. The desired intermediate product is thereby obtained in the form of a reddish oil and is used as such in the following stage. Procedure details: To a solution of 11-chlorobenzothieno[3,2b]quinoline from Example 60 (0.16 g; 0.06 mmol) in 12 mL of toluene was added MeOTf (0.081 mL, 120 mol %) and the reaction mixture was stirred at rt for 20 h. The resulting crystalline yellow product was filtered, triturated with EtOAc for 24 h, filtered and dried, providing the title compound (38%), mp 187-189° C.; 1H NMR (DMSO-d6) δ 9.00 (d, 1H, J=8.4), 8.97 (d, 1H, J=8.2), 8.67 (d, 1H, J=8.4), 8.51 (d, 1H, J=8.4), 8.21-7.89 (m, 4H); 13C NMR (DMSO-d6) δ... Isolated yield 38.0%. RXN SMILES: [Cl:1][C:2]1[C:11]2[C:6](=[CH:7][CH:8]=[CH:9][CH:10]=2)[N:5]=[C:4]2[C:12]3[CH:18]=[CH:17][CH:16]=[CH:15][C:13]=3[S:14][C:3]=12.[CH3:19][O:20][S:21]([C:24]([F:27])([F:26])[F:25])(=[O:23])=[O:22]>C1(C)C=CC=CC=1>[F:25][C:24]([F:27])([F:26])[S:21]([O-:23])(=[O:22])=[O:20].[Cl:1][C:2]1[C:11]2[C:6](=[CH:7][CH:8]=[CH:9][CH:10]=2)[N+:5]([CH3:19])=[C:4]2[C:12]3[CH:18]=[CH:17][CH:16]=[CH:15][C:13]=3[S:14][C:3]=12 |f:3.4|. The solvent is C1(=CC=CC=C1)C (toluene). Reaction conditions: time 20 hour. The product is FC(S(=O)(=O)[O-])(F)F.ClC1=C2C(=[N+](C3=CC=CC=C13)C)C1=C(S2)C=CC=C1 (11-Chloro-5-methylbenzothieno[3,2-b]quinolinium Trifluoromethanesulfonate). The reactants are ClC1=C2C(=NC3=CC=CC=C13)C1=C(S2)C=CC=C1 (11-Chlorobenzothieno[3,2-b]quinoline), COS(=O)(=O)C(F)(F)F (MeOTf). Reactants: CC(=O)OC(C)=O, CCOC(C)=O, ClCCl, C[Sn](C)(C)c1ccc(F)c(CN)c1, O. The product is CC(=O)NCc1cc([Sn](C)(C)C)ccc1F. RXN SMILES: [CH3:14][C:15](=[O:16])[O:17][C:18]([CH3:19])=[O:20].[CH3:21][CH2:22][O:23][C:24]([CH3:25])=[O:26].[Cl:28][CH2:29][Cl:30].[NH2:1][CH2:2][c:3]1[cH:4][c:5]([Sn:10]([CH3:11])([CH3:12])[CH3:13])[cH:6][cH:7][c:8]1[F:9].[OH2:27]>>[NH:1]([CH2:2][c:3]1[cH:4][c:5]([Sn:10]([CH3:11])([CH3:12])[CH3:13])[cH:6][cH:7][c:8]1[F:9])[C:15]([CH3:14])=[O:16].